From a dataset of the Open Reaction Database (ORD), a public repository of structured organic reaction records. describe an organic reaction: reactants, conditions, products, and yield The reactants are CC1=NN(C(N1)=O)C1=CC=CC=C1 (4,5-dihydro-3-methyl-5-oxo-1-phenyl-1H-1,2,4-triazole), C([O-])([O-])=O.[K+].[K+] (potassium carbonate), ClC(F)F (chlorodifluoromethane), N1N=NC=C1 (triazole). Product: FC(N1C(=NN(C1=O)C1=CC=CC=C1)C)F (4-difluoromethyl-4,5-dihydro-3-methyl-5-oxo-1-phenyl-1H-1,2,4-triazole). The yield is 89.3%. Reaction SMILES: [CH3:1][C:2]1[NH:6][C:5](=[O:7])[N:4]([C:8]2[CH:13]=[CH:12][CH:11]=[CH:10][CH:9]=2)[N:3]=1.C(=O)([O-])[O-].[K+].[K+].Cl[CH:21]([F:23])[F:22].N1C=CN=N1>>[F:22][CH:21]([F:23])[N:6]1[C:5](=[O:7])[N:4]([C:8]2[CH:9]=[CH:10][CH:11]=[CH:12][CH:13]=2)[N:3]=[C:2]1[CH3:1] |f:1.2.3|. Procedure: This compound was prepared in the manner of Example 1, with 25.0 grams of 4,5-dihydro-3-methyl-5-oxo-1-phenyl-1H-1,2,4-triazole (0.110 mole--1.0 equiv.), 30.0 grams (0.217 mole--2.0 equiv.) of potassium carbonate, and 14.3 grams (0.165 mole--1.5 equiv.) of chlorodifluoromethane in 220 mL of polyglyme (% wt/vol. triazole to solvent--11%) as reagents. A yield of 28.7 grams of 91.5% pure 4-difluoromethyl-4,5-dihydro-3-methyl-5-oxo-1-phenyl-1H-1,2,4-triazole (87.8% yield) was obtained. GC analysis o... The reactants are C(C)(C)(C)OC([C@H](CNC(C1=CC=C(C=C1)C=CC=1NC=2C(=NC=CC2)N1)=O)NS(=O)(=O)C1=CC=CC=C1)=O (4-[2-(1H-Imidazo[4,5-b]pyridin-2-yl)ethenyl]benzoyl-2(S)-phenylsulfonylamino-β-alanine t-butyl ester), C(=O)(C(F)(F)F)O (TFA). The solvent is C(Cl)Cl (CH2Cl2). The product is CCO.O.[NH4+].[OH-] (EtOH H2O NH4OH), N1C(=NC2=NC=CC=C21)C=CC2=CC=C(C(=O)NC[C@@H](C(=O)O)NS(=O)(=O)C1=CC=CC=C1)C=C2 (4-[2-(1H-Imidazo[4,5-b]pyridin-2-yl)ethenyl]benzoyl-2(S)-phenylsulfonylamino-β-alanine). RXN SMILES: [C:1]([O:5][C:6](=[O:39])[C@@H:7]([NH:29][S:30]([C:33]1[CH:38]=[CH:37][CH:36]=[CH:35][CH:34]=1)(=[O:32])=[O:31])[CH2:8][NH:9][C:10](=[O:28])[C:11]1[CH:16]=[CH:15][C:14]([CH:17]=[CH:18][C:19]2[NH:20][C:21]3[C:22]([N:27]=2)=[N:23][CH:24]=[CH:25][CH:26]=3)=[CH:13][CH:12]=1)(C)(C)[CH3:2].C(O)(C(F)(F)F)=[O:41]>C(Cl)Cl>[CH3:2][CH2:1][OH:5].[OH2:41].[NH4+:9].[OH-:5].[NH:20]1[C:21]2[C:22](=[N:23][CH:24]=[CH:25][CH:26]=2)[N:27]=[C:19]1[CH:18]=[CH:17][C:14]1[CH:13]=[CH:12][C:11]([C:10]([NH:9][CH2:8][C@H:7]([NH:29][S:30]([C:33]2[CH:38]=[CH:37][CH:36]=[CH:35][CH:34]=2)(=[O:32])=[O:31])[C:6]([OH:39])=[O:5])=[O:28])=[CH:16][CH:15]=1 |f:3.4.5.6|. Procedure: A CH2Cl2 solution (20 mL) of 31-4 (220 mg, 0.4 mmol) and TFA (5 mL) was stirred under ambient conditions for 5 h and concentrated. Flash chromatography (silica 9:0.5:0.5, EtOH/H2O/NH4OH) gave 31-5 as a solid.